Dataset: the Open Reaction Database (ORD), a public repository of structured organic reaction records. Task: describe an organic reaction: reactants, conditions, products, and yield Run at time 15 hour. Reactants: C(C)(C)(C)NS(=O)(=O)C1=CC(=CC=C1)C1=NC=CC(=C1)C1=NC(=CC(=N1)C(F)(F)F)C1=CC(=CC=C1)C(F)(F)F (N-tert-butyl-3-{4-[4-trifluoromethyl-6-(3-trifluoromethyl-phenyl)-pyrimidin-2-yl]-pyridin-2-yl}-benzenesulfonamide), C(=O)(C(F)(F)F)O (TFA). Reaction SMILES: C([NH:5][S:6]([C:9]1[CH:14]=[CH:13][CH:12]=[C:11]([C:15]2[CH:20]=[C:19]([C:21]3[N:26]=[C:25]([C:27]([F:30])([F:29])[F:28])[CH:24]=[C:23]([C:31]4[CH:36]=[CH:35][CH:34]=[C:33]([C:37]([F:40])([F:39])[F:38])[CH:32]=4)[N:22]=3)[CH:18]=[CH:17][N:16]=2)[CH:10]=1)(=[O:8])=[O:7])(C)(C)C.C(O)(C(F)(F)F)=O>ClCCl>[F:30][C:27]([F:28])([F:29])[C:25]1[CH:24]=[C:23]([C:31]2[CH:36]=[CH:35][CH:34]=[C:33]([C:37]([F:40])([F:39])[F:38])[CH:32]=2)[N:22]=[C:21]([C:19]2[CH:18]=[CH:17][N:16]=[C:15]([C:11]3[CH:10]=[C:9]([S:6]([NH2:5])(=[O:8])=[O:7])[CH:14]=[CH:13][CH:12]=3)[CH:20]=2)[N:26]=1. Run in ClCCl (dichloromethane). Procedure details: To a cooled and stirred solution of N-tert-butyl-3-{4-[4-trifluoromethyl-6-(3-trifluoromethyl-phenyl)-pyrimidin-2-yl]-pyridin-2-yl}-benzenesulfonamide (0.22 g) in dichloromethane (5 ml) was added TFA (5 ml) and the reaction mixture was allowed to stir at room temperature for 15 h. The mixture was evaporated to dryness, poured into saturated NaHCO3 solution (20 ml) and extracted with ethyl acetate (2×30 ml). The combined organic layers were washed with brine (20 ml), dried (MgSO4) and evaporated.... The product is FC(C1=NC(=NC(=C1)C1=CC(=CC=C1)C(F)(F)F)C1=CC(=NC=C1)C=1C=C(C=CC1)S(=O)(=O)N)(F)F (3-{4-[4-Trifluoromethyl-6-(3-trifluoromethyl-phenyl)-pyrimidin-2-yl]-pyridin-2-yl}-benzenesulfonamide). Isolated yield 70.4%. Starting materials: Cc1onc(-c2ccccc2Cl)c1C(=O)Cl, CC(C)C(=O)Nc1cccc(C2CCN(CCCC(O)c3ccccc3)CC2)c1. The product is Cc1onc(-c2ccccc2Cl)c1C(=O)OC(CCCN1CCC(c2cccc(NC(=O)C(C)C)c2)CC1)c1ccccc1. RXN SMILES: [Cl:30][c:31]1[c:32](-[c:37]2[n:38][o:39][c:40]([CH3:45])[c:41]2[C:42](=[O:43])[Cl:44])[cH:33][cH:34][cH:35][cH:36]1.[OH:1][CH:2]([CH2:3][CH2:4][CH2:5][N:6]1[CH2:7][CH2:8][CH:9]([c:12]2[cH:13][c:14]([NH:18][C:19]([CH:20]([CH3:21])[CH3:22])=[O:23])[cH:15][cH:16][cH:17]2)[CH2:10][CH2:11]1)[c:24]1[cH:25][cH:26][cH:27][cH:28][cH:29]1>>[O:1]([CH:2]([CH2:3][CH2:4][CH2:5][N:6]1[CH2:7][CH2:8][CH:9]([c:12]2[cH:13][c:14]([NH:18][C:19]([CH:20]([CH3:21])[CH3:22])=[O:23])[cH:15][cH:16][cH:17]2)[CH2:10][CH2:11]1)[c:24]1[cH:25][cH:26][cH:27][cH:28][cH:29]1)[C:42]([c:41]1[c:37](-[c:32]2[c:31]([Cl:30])[cH:36][cH:35][cH:34][cH:33]2)[n:38][o:39][c:40]1[CH3:45])=[O:43]. The reactants are O (water), C(C)(C)(C)OC(=O)N1CCC(CC1)CO (4-hydroxymethyl-piperidine-1-carboxylic acid tert-butylester), C(C(C)(C)C)(=O)Cl (pivaloyl chloride), [H-].[Na+] (NaH). Run in CN(C)C=O (DMF). Run at temperature 60 celsius. The product is C(C)(C)(C)OC(=O)N1CCC(CC1)COC(C(C)(C)C)=O (4-(2,2-dimethylpropionyloxymethyl)piperidine-1-carboxylic acid t-butyl ester). As a reaction SMILES: [C:1]([O:5][C:6]([N:8]1[CH2:13][CH2:12][CH:11]([CH2:14][OH:15])[CH2:10][CH2:9]1)=[O:7])([CH3:4])([CH3:3])[CH3:2].[H-].[Na+].[C:18](Cl)(=[O:23])[C:19]([CH3:22])([CH3:21])[CH3:20].O>CN(C=O)C>[C:1]([O:5][C:6]([N:8]1[CH2:13][CH2:12][CH:11]([CH2:14][O:15][C:18](=[O:23])[C:19]([CH3:22])([CH3:21])[CH3:20])[CH2:10][CH2:9]1)=[O:7])([CH3:4])([CH3:3])[CH3:2] |f:1.2|. Reported procedure: To 4-hydroxymethyl-piperidine-1-carboxylic acid tert-butylester (480 mg, 2.1 mmol) dissolved in dry DMF (10 ml) was added NaH (120 mg, 3.0 mmol, 55-65% in mineral oil) and the mixture was warmed to 60° C. for 2 h. The mixture was allowed to cool to rt and then pivaloyl chloride (0.1.6 ml, 1.3 mmol) was added. The reaction was allowed to stir over night and then poured into water and the mixture was extracted with ether. The combined organic phases were washed with brine, dried (Na2SO4), filtered...